From a dataset of the Open Reaction Database (ORD), a public repository of structured organic reaction records. describe an organic reaction: reactants, conditions, products, and yield The reactants are FC(C=1C=C(C(=O)N2C[C@](OCC2)(C2=CC(=C(C=C2)Cl)Cl)CCN2CCC3(CC2)[C@H](CC2=CC=CC=C23)OCC(=O)N(C)CCOCCO)C=C(C1)C(F)(F)F)(F)F (2-[((2S)-1′-{2-[(2R)-4-[3,5-bis(trifluoromethyl)benzoyl]-2-(3,4-dichlorophenyl)morpholin-2-yl]ethyl}-2,3-dihydrospiro[indene-1,4′-piperidin]-2-yl)oxy]-N-[2-(2-hydroxyethoxy)ethyl]-N-methylacetamide), Cl.O1CCOCC1 (hydrochloric acid dioxane). The yield is 179.5%. RXN SMILES: [F:1][C:2]([F:58])([F:57])[C:3]1[CH:4]=[C:5]([CH:50]=[C:51]([C:53]([F:56])([F:55])[F:54])[CH:52]=1)[C:6]([N:8]1[CH2:13][CH2:12][O:11][C@:10]([CH2:22][CH2:23][N:24]2[CH2:29][CH2:28][C:27]3([C:37]4[C:32](=[CH:33][CH:34]=[CH:35][CH:36]=4)[CH2:31][C@@H:30]3[O:38][CH2:39][C:40]([N:42]([CH2:44][CH2:45][O:46][CH2:47][CH2:48][OH:49])[CH3:43])=[O:41])[CH2:26][CH2:25]2)([C:14]2[CH:19]=[CH:18][C:17]([Cl:20])=[C:16]([Cl:21])[CH:15]=2)[CH2:9]1)=[O:7].Cl.O1CCOCC1>C(Cl)Cl>[ClH:20].[F:56][C:53]([F:54])([F:55])[C:51]1[CH:50]=[C:5]([CH:4]=[C:3]([C:2]([F:58])([F:57])[F:1])[CH:52]=1)[C:6]([N:8]1[CH2:13][CH2:12][O:11][C@:10]([CH2:22][CH2:23][N:24]2[CH2:29][CH2:28][C:27]3([C:37]4[C:32](=[CH:33][CH:34]=[CH:35][CH:36]=4)[CH2:31][C@@H:30]3[O:38][CH2:39][C:40]([N:42]([CH2:44][CH2:45][O:46][CH2:47][CH2:48][OH:49])[CH3:43])=[O:41])[CH2:26][CH2:25]2)([C:14]2[CH:19]=[CH:18][C:17]([Cl:20])=[C:16]([Cl:21])[CH:15]=2)[CH2:9]1)=[O:7] |f:1.2,4.5|. Procedure: 68.2 mg (0.079 mmol) of the obtained 2-[((2S)-1′-{2-[(2R)-4-[3,5-bis(trifluoromethyl)benzoyl]-2-(3,4-dichlorophenyl)morpholin-2-yl]ethyl}-2,3-dihydrospiro[indene-1,4′-piperidin]-2-yl)oxy]-N-[2-(2-hydroxyethoxy)ethyl]-N-methylacetamide was dissolved in 5 mL of methylene chloride and 0.2 mL of 4N hydrochloric acid-dioxane solution was added dropwise thereto. The solvent was distilled off under reduced pressure and the thus obtained amorphous matter was collected by filtration by adding n-hexane to... The solvent is C(Cl)Cl (methylene chloride). The product is Cl.FC(C=1C=C(C(=O)N2C[C@](OCC2)(C2=CC(=C(C=C2)Cl)Cl)CCN2CCC3(CC2)[C@H](CC2=CC=CC=C23)OCC(=O)N(C)CCOCCO)C=C(C1)C(F)(F)F)(F)F (2-[((2S)-1′-{2-[(2R)-4-[3,5-bis(Trifluoromethyl)benzoyl]-2-(3,4-dichlorophenyl)morpholin-2-yl]ethyl}-2,3-dihydrospiro[indene-1,4′-piperidin]-2-yl)oxy]-N-[2-(2-hydroxyethoxy)ethyl]-N-methylacetamide hydrochloride). Isolated yield 82.0%. Procedure details: 5-bromouracil (30 g, 0.16 mole) was added to a flask containing 130 ml of POCl3. The mixture was heated at reflux for 4 days. During this time the reaction contents were protected from atmospheric moisture; HCl gas was evolved and the solution became homogeneous. Excess POCl3 was removed by distillation at atmospheric pressure. Continued distillation at reduced pressure afforded the title compound, bp 85°-90°/4 mm (29.7 g, 82% yield). Reaction SMILES: [Br:1][C:2]1[C:3](=O)[NH:4][C:5](=O)[NH:6][CH:7]=1.[ClH:10].O=P(Cl)(Cl)[Cl:13]>>[Br:1][C:2]1[C:3]([Cl:13])=[N:4][C:5]([Cl:10])=[N:6][CH:7]=1. The product is BrC=1C(=NC(=NC1)Cl)Cl (5-bromo-2,4-dichloropyrimidine). Starting materials: BrC=1C(NC(NC1)=O)=O (5-bromouracil), Cl (HCl), O=P(Cl)(Cl)Cl (POCl3). The reactants are O (water), C([O-])([O-])=O.[K+].[K+] (potassium carbonate), NC1=NC(=C2NC=NC2=N1)Cl (2-amino-6-chloropurine), C(C1=CC=CC=C1)(=O)OCCOCCl (2-Benzoyloxyethoxymethyl-chloride). Run in CN(C=O)C (dimethylformamide). Reaction conditions: time 20 minute. Product: NC1=NC(=C2N=CN(C2=N1)COCCOC(C1=CC=CC=C1)=O)Cl (2-amino-6-chloro-9-(2-benzoyloxyethoxymethyl)purine). Yield: 19.6%. RXN SMILES: C(=O)([O-])[O-].[K+].[K+].[NH2:7][C:8]1[N:16]=[C:15]2[C:11]([NH:12][CH:13]=[N:14]2)=[C:10]([Cl:17])[N:9]=1.[C:18]([O:26][CH2:27][CH2:28][O:29][CH2:30]Cl)(=[O:25])[C:19]1[CH:24]=[CH:23][CH:22]=[CH:21][CH:20]=1.O>CN(C)C=O>[NH2:7][C:8]1[N:16]=[C:15]2[C:11]([N:12]=[CH:13][N:14]2[CH2:30][O:29][CH2:28][CH2:27][O:26][C:18](=[O:25])[C:19]2[CH:24]=[CH:23][CH:22]=[CH:21][CH:20]=2)=[C:10]([Cl:17])[N:9]=1 |f:0.1.2|. Procedure details: A suspension of potassium carbonate (4.1g) and 2-amino-6-chloropurine (5.0g) in dry dimethylformamide (120ml) was stirred for 20 minutes. 2-Benzoyloxyethoxymethyl-chloride (6.3g) was added and the resulting pink suspension stirred at room temperature for 6 days. The reaction mixture was then poured into a mixture of ice and water (210ml) with vigorous stirring. The aqueous mixture was extracted with chloroform (3 × 200ml), and the chloroform solution obtained was washed with a 5% acetic acid sol...